From a dataset of the Open Reaction Database (ORD), a public repository of structured organic reaction records. describe an organic reaction: reactants, conditions, products, and yield Procedure details: 1-[1-(4-Vinylbenzoyl)-4-piperidinyl]-3,4-dihydrocarbostyril (0.6 g) is dissolved in ethanol (10 ml) and thereto is added 10% palladium-carbon (0.1 g) and the mixture is stirred under hydrogen atmosphere. After the reaction, the catalyst is removed by filtration and the filtrate is concentrated. The resultant is purified by silica gel column chromatography (solvent: n-hexane:ethyl acetate=1:1) and recrystallized from n-hexane/ethanol to give 1-[1-(4-ethylbenzoyl)-4-piperidinyl]-3,4-dihydrocarbost... The reagents and catalysts are [C].[Pd] (palladium-carbon). The reactants are C(=C)C1=CC=C(C(=O)N2CCC(CC2)N2C(=O)CCC3=CC=CC=C23)C=C1 (1-[1-(4-Vinylbenzoyl)-4-piperidinyl]-3,4-dihydrocarbostyril). Solvent: C(C)O (ethanol). Yield: 82.9%. As a reaction SMILES: [CH:1]([C:3]1[CH:27]=[CH:26][C:6]([C:7]([N:9]2[CH2:14][CH2:13][CH:12]([N:15]3[C:25]4[C:20](=[CH:21][CH:22]=[CH:23][CH:24]=4)[CH2:19][CH2:18][C:16]3=[O:17])[CH2:11][CH2:10]2)=[O:8])=[CH:5][CH:4]=1)=[CH2:2]>C(O)C.[C].[Pd]>[CH2:1]([C:3]1[CH:27]=[CH:26][C:6]([C:7]([N:9]2[CH2:10][CH2:11][CH:12]([N:15]3[C:25]4[C:20](=[CH:21][CH:22]=[CH:23][CH:24]=4)[CH2:19][CH2:18][C:16]3=[O:17])[CH2:13][CH2:14]2)=[O:8])=[CH:5][CH:4]=1)[CH3:2] |f:2.3|. Yields the product C(C)C1=CC=C(C(=O)N2CCC(CC2)N2C(=O)CCC3=CC=CC=C23)C=C1 (1-[1-(4-ethylbenzoyl)-4-piperidinyl]-3,4-dihydrocarbostyril).